This data is from the Open Reaction Database (ORD), a public repository of structured organic reaction records. The task is: describe an organic reaction: reactants, conditions, products, and yield The reactants are C1(CCCC1)C[C@@H](C(=O)N1N=CC[C@H]1C(=O)NC1=NC(=CC=C1)CC)CC(NOCC1=CC=CC=C1)=O ((5S)-1-((2R)-2-(cyclopentylmethyl)-4-oxo-4-{[(phenylmethyl)oxy]amino}butanoyl)-N-(6-ethyl-2-pyridinyl)-4,5-dihydro-1H-pyrazole-5-carboxamide), ClC=1C=C(C=CC1)C(=O)OO (3-chlorobenzenecarboperoxoic acid). The solvent is ClCCl (dichloromethane). Conditions: temperature 0 celsius, time 10 minute. Yields the product C1(CCCC1)C[C@@H](C(=O)N1N=CC[C@H]1C(=O)NC1=[N+](C(=CC=C1)CC)[O-])CC(NOCC1=CC=CC=C1)=O ((5S)-1-((2R)-2-(cyclopentylmethyl)-4-oxo-4-{[(phenylmethyl)oxy]amino}butanoyl)-N-(6-ethyl-1-oxido-2-pyridinyl)-4,5-dihydro-1H-pyrazole-5-carboxamide). The yield is 50.0%. Reaction SMILES: [CH:1]1([CH2:6][C@H:7]([CH2:26][C:27](=[O:37])[NH:28][O:29][CH2:30][C:31]2[CH:36]=[CH:35][CH:34]=[CH:33][CH:32]=2)[C:8]([N:10]2[C@H:14]([C:15]([NH:17][C:18]3[CH:23]=[CH:22][CH:21]=[C:20]([CH2:24][CH3:25])[N:19]=3)=[O:16])[CH2:13][CH:12]=[N:11]2)=[O:9])[CH2:5][CH2:4][CH2:3][CH2:2]1.ClC1C=C(C(OO)=[O:46])C=CC=1>ClCCl>[CH:1]1([CH2:6][C@H:7]([CH2:26][C:27](=[O:37])[NH:28][O:29][CH2:30][C:31]2[CH:32]=[CH:33][CH:34]=[CH:35][CH:36]=2)[C:8]([N:10]2[C@H:14]([C:15]([NH:17][C:18]3[CH:23]=[CH:22][CH:21]=[C:20]([CH2:24][CH3:25])[N+:19]=3[O-:46])=[O:16])[CH2:13][CH:12]=[N:11]2)=[O:9])[CH2:5][CH2:4][CH2:3][CH2:2]1. Procedure details: To a solution of (5S)-1-((2R)-2-(cyclopentylmethyl)-4-oxo-4-{[(phenylmethyl)oxy]amino}butanoyl)-N-(6-ethyl-2-pyridinyl)-4,5-dihydro-1H-pyrazole-5-carboxamide (119 mg, 0.24 mmol) in dichloromethane (DCM) (5 mL) stirred under nitrogen at 0° C. was added 3-chlorobenzenecarboperoxoic acid (122 mg, 0.71 mmol) in one portion. The reaction mixture was stirred at 0° C. for 10 min, then warmed to room temperature and stirred overnight. The reaction mixture was then quenched with sat. aq. NaHCO3 and extra... Reactants: C(C=C)[C@@]1(CCN(C(O1)=O)[C@@H](C)C1=CC=C(C=C1)C1=C(C=C(C=C1)F)F)C1=CC=C(C=C1)F ((R)-6-allyl-3-((S)-1-(2′,4′-difluorobiphenyl-4-yl)ethyl)-6-(4-fluorophenyl)-1,3-oxazinan-2-one), ClC=1C=C(C(=O)OO)C=CC1 (3-chlorobenzoperoxoic acid). The solvent is C(Cl)Cl (CH2Cl2). Reaction conditions: time 8 hour. Yields the product FC1=C(C=CC(=C1)F)C1=CC=C(C=C1)[C@H](C)N1C(O[C@@](CC1)(CC1OC1)C1=CC=C(C=C1)F)=O ((6S)-3-((S)-1-(2′,4′-difluorobiphenyl-4-yl)ethyl)-6-(4-fluorophenyl)-6-(oxiran-2-ylmethyl)-1,3-oxazinan-2-one). The yield is 50.3%. As a reaction SMILES: [CH2:1]([C@@:4]1([C:27]2[CH:32]=[CH:31][C:30]([F:33])=[CH:29][CH:28]=2)[O:9][C:8](=[O:10])[N:7]([C@H:11]([C:13]2[CH:18]=[CH:17][C:16]([C:19]3[CH:24]=[CH:23][C:22]([F:25])=[CH:21][C:20]=3[F:26])=[CH:15][CH:14]=2)[CH3:12])[CH2:6][CH2:5]1)[CH:2]=[CH2:3].ClC1C=C(C=CC=1)C(OO)=[O:39]>C(Cl)Cl>[F:26][C:20]1[CH:21]=[C:22]([F:25])[CH:23]=[CH:24][C:19]=1[C:16]1[CH:15]=[CH:14][C:13]([C@@H:11]([N:7]2[CH2:6][CH2:5][C@@:4]([C:27]3[CH:28]=[CH:29][C:30]([F:33])=[CH:31][CH:32]=3)([CH2:1][CH:2]3[CH2:3][O:39]3)[O:9][C:8]2=[O:10])[CH3:12])=[CH:18][CH:17]=1. Procedure: To a solution of (R)-6-allyl-3-((S)-1-(2′,4′-difluorobiphenyl-4-yl)ethyl)-6-(4-fluorophenyl)-1,3-oxazinan-2-one (900 mg, 2.0 mmol) in dry CH2Cl2 (30 mL) was added dropwise 3-chlorobenzoperoxoic acid (690 mg, 4.0 mmol) by portion at 0° C. Then the reaction mixture was stirred overnight at ambient temperature. The reaction mixture was quenched by 10% Na2SO3 solution. The organic phase was dried over Na2SO4, filtered and concentrated to afford the residue, which was purified by TLC to give (6S)-3-(... The reactants are OCc1cc(Br)ccc1OC(F)(F)F, COCCBr, CCCCC, [H-], [Na+], CN(C)C=O. Product: COCCOCc1cc(Br)ccc1OC(F)(F)F. RXN SMILES: [Br:3][c:4]1[cH:5][cH:6][c:7]([O:12][C:13]([F:14])([F:15])[F:16])[c:8]([CH2:10][OH:11])[cH:9]1.[CH3:17][O:18][CH2:19][CH2:20][Br:21].[CH3:22][CH2:23][CH2:24][CH2:25][CH3:26].[H-:2].[Na+:1].[O:27]=[CH:28][N:29]([CH3:30])[CH3:31]>>[Br:3][c:4]1[cH:5][cH:6][c:7]([O:12][C:13]([F:14])([F:15])[F:16])[c:8]([CH2:10][O:11][CH2:20][CH2:19][O:18][CH3:17])[cH:9]1. Reaction SMILES: [C:1](Cl)([Cl:3])=[O:2].[CH3:5][C:6]1([CH3:13])[O:10][CH:9]([CH2:11][OH:12])[CH2:8][O:7]1>C1C=CC=CC=1.C(Cl)Cl>[Cl:3][C:1]([O:12][CH2:11][CH:9]1[CH2:8][O:7][C:6]([CH3:13])([CH3:5])[O:10]1)=[O:2]. The product is ClC(=O)OCC1OC(OC1)(C)C (2,2-Dimethyl-1,3-dioxolan-4-ylmethyl chloroformate). Reported procedure: 10 ml of a 10% w/v solution of phosgene in benzene were added to a solution of 1.0 g of 2,3-isopropylideneglycerol in 5 ml of methylene chloride, and the mixture was allowed to react overnight at room temperature. The mixture was then concentrated by evaporation under reduced pressure, giving 1.47 g of the title compound as a liquid. The reactants are C(=O)(Cl)Cl (phosgene), CC1(OCC(O1)CO)C (2,3-isopropylideneglycerol). The solvent is C1=CC=CC=C1 (benzene), C(Cl)Cl (methylene chloride). Starting materials: COC(=O)CC1CCC(c2ccc(NC(=O)C(=O)OC)cn2)CC1, CCO, NN, O. The product is COC(=O)CC1CCC(c2ccc(NC(=O)C(=O)NN)cn2)CC1. Reaction SMILES: [CH3:1][O:2][C:3]([CH2:4][CH:5]1[CH2:6][CH2:7][CH:8]([c:11]2[cH:12][cH:13][c:14]([NH:17][C:18]([C:19](=[O:20])[O:21][CH3:22])=[O:23])[cH:15][n:16]2)[CH2:9][CH2:10]1)=[O:24].[CH3:28][CH2:29][OH:30].[NH2:26][NH2:27].[OH2:25]>>[CH3:1][O:2][C:3]([CH2:4][CH:5]1[CH2:6][CH2:7][CH:8]([c:11]2[cH:12][cH:13][c:14]([NH:17][C:18]([C:19](=[O:20])[NH:26][NH2:27])=[O:23])[cH:15][n:16]2)[CH2:9][CH2:10]1)=[O:24]. The reactants are O (water), Cl.NO (hydroxylamine hydrochloride), C([O-])([O-])=O.[K+].[K+] (potassium carbonate), FC(C=C(CO)I)(C(F)(F)F)F (4,4,5,5,5-pentafluoro-2-iodo-2-pentene-1-ol). The solvent is C(C)O (ethanol). The product is FC(C1=CC(=NO1)CO)(F)F ((5-trifluoromethyl-isoxazol-3-yl)methanol). RXN SMILES: F[C:2](F)([C:8]([F:11])([F:10])[F:9])[CH:3]=[C:4](I)[CH2:5][OH:6].[OH2:13].Cl.[NH2:15]O.C(=O)([O-])[O-].[K+].[K+]>C(O)C>[F:9][C:8]([F:11])([F:10])[C:2]1[O:13][N:15]=[C:4]([CH2:5][OH:6])[CH:3]=1 |f:2.3,4.5.6|. Reported procedure: 2.72 g of 4,4,5,5,5-pentafluoro-2-iodo-2-pentene-1-ol was dissolved in 7 ml of ethanol, and 3 ml of water, 0.69 g of hydroxylamine hydrochloride and 1.38 g of potassium carbonate were then added. The mixture was stirred and heated under reflux for 10 hours. The reaction mixture was concentrated under reduced pressure. After water was added, the residue was extracted with ethyl acetate. The organic layer was washed with water, dried over anhydrous magnesium sulfate, filtered and then concentrated... The reactants are OC1=CC=CC2=C1C=C(O2)C (4-Hydroxy-2-methylbenzofuran), BrCC1=CC=C(C#N)C=C1 (4-bromomethylbenzonitrile), C([O-])([O-])=O.[K+].[K+] (potassium carbonate), [I-].[Na+] (sodium iodide). Run in C(C)O (ethanol). Yields the product CC=1OC2=C(C1)C(=CC=C2)OCC2=CC=C(C#N)C=C2 (4-(2-methyl-4-benzofuranyloxymethyl)benzonitrile). As a reaction SMILES: [OH:1][C:2]1[C:7]2[CH:8]=[C:9]([CH3:11])[O:10][C:6]=2[CH:5]=[CH:4][CH:3]=1.Br[CH2:13][C:14]1[CH:21]=[CH:20][C:17]([C:18]#[N:19])=[CH:16][CH:15]=1.C(=O)([O-])[O-].[K+].[K+].[I-].[Na+]>C(O)C>[CH3:11][C:9]1[O:10][C:6]2[CH:5]=[CH:4][CH:3]=[C:2]([O:1][CH2:13][C:14]3[CH:21]=[CH:20][C:17]([C:18]#[N:19])=[CH:16][CH:15]=3)[C:7]=2[CH:8]=1 |f:2.3.4,5.6|. Procedure: 4-Hydroxy-2-methylbenzofuran (5.18 g, 0.035 M), 4-bromomethylbenzonitrile (6.86 g, 0.035 M), anhydrous potassium carbonate (5.2 g), sodium iodide (0.21 g) and 95% ethanol (50 ml) were reacted together in an analogous manner to that described in Example 5(A) to give 4-(2-methyl-4-benzofuranyloxymethyl)benzonitrile, m.p. 84°-85° C. (Found: C, 77.57; H, 5.02; N, 5.22. C17H13NO2 requires C, 77.55; H, 4.98; N, 5.32%).